From a dataset of the Open Reaction Database (ORD), a public repository of structured organic reaction records. describe an organic reaction: reactants, conditions, products, and yield Starting materials: CCOCC, CN(C)C=O, OCc1cc2ccccc2o1, O=S(Cl)Cl. Product: ClCc1cc2ccccc2o1. RXN SMILES: [CH2:21]([O:22][CH2:23][CH3:24])[CH3:25].[CH3:12][N:13]([CH3:14])[CH:15]=[O:16].[OH:1][CH2:2][c:3]1[o:4][c:5]2[c:6]([cH:7]1)[cH:8][cH:9][cH:10][cH:11]2.[S:17]([Cl:18])([Cl:19])=[O:20]>>[CH2:2]([c:3]1[o:4][c:5]2[c:6]([cH:7]1)[cH:8][cH:9][cH:10][cH:11]2)[Cl:19]. Starting materials: Br, O=C(NCc1ccccc1)c1ccc(CCNCCC(=O)N(CCN(CCc2ccc(O)c3[nH]c(=O)sc23)C(=O)OCc2ccccc2)C2CCCCCC2)cc1, CC(=O)O, ClCCl. Product: O=C(NCc1ccccc1)c1ccc(CCNCCC(=O)N(CCNCCc2ccc(O)c3[nH]c(=O)sc23)C2CCCCCC2)cc1. As a reaction SMILES: [BrH:58].[CH2:1]([c:2]1[cH:3][cH:4][cH:5][cH:6][cH:7]1)[NH:8][C:9](=[O:10])[c:11]1[cH:12][cH:13][c:14]([CH2:17][CH2:18][NH:19][CH2:20][CH2:21][C:22](=[O:23])[N:24]([CH2:25][CH2:26][N:27]([C:28](=[O:29])[O:30][CH2:31][c:32]2[cH:33][cH:34][cH:35][cH:36][cH:37]2)[CH2:38][CH2:39][c:40]2[cH:41][cH:42][c:43]([OH:50])[c:44]3[nH:45][c:46](=[O:49])[s:47][c:48]23)[CH:51]2[CH2:52][CH2:53][CH2:54][CH2:55][CH2:56][CH2:57]2)[cH:15][cH:16]1.[CH3:62][C:63](=[O:64])[OH:65].[Cl:59][CH2:60][Cl:61]>>[CH2:1]([c:2]1[cH:3][cH:4][cH:5][cH:6][cH:7]1)[NH:8][C:9](=[O:10])[c:11]1[cH:12][cH:13][c:14]([CH2:17][CH2:18][NH:19][CH2:20][CH2:21][C:22](=[O:23])[N:24]([CH2:25][CH2:26][NH:27][CH2:38][CH2:39][c:40]2[cH:41][cH:42][c:43]([OH:50])[c:44]3[nH:45][c:46](=[O:49])[s:47][c:48]23)[CH:51]2[CH2:52][CH2:53][CH2:54][CH2:55][CH2:56][CH2:57]2)[cH:15][cH:16]1. The reactants are ClC1=C(C(=NC2=C(C=CC=C12)F)C1=NC=CC=C1)C (4-chloro-8-fluoro-3-methyl-2-(pyridin-2-yl)quinoline), CC1(CNC2=CC(=CC=C12)N1CCOCC1)C (4-(3,3-dimethylindolin-6-yl)morpholine), [H-].[Na+] (sodium hydride). The solvent is CN(C)C=O (DMF). Conditions: temperature 130 celsius. Yields the product CC1(CN(C2=CC(=CC=C12)N1CCOCC1)C1=C(C(=NC2=C(C=CC=C12)F)C1=NC=CC=C1)C)C (4-(3,3-Dimethyl-6-(4-morpholinyl)-2,3-dihydro-1H-indol-1-yl)-8-fluoro-3-methyl-2-(2-pyridinyl)quinoline). RXN SMILES: Cl[C:2]1[C:11]2[C:6](=[C:7]([F:12])[CH:8]=[CH:9][CH:10]=2)[N:5]=[C:4]([C:13]2[CH:18]=[CH:17][CH:16]=[CH:15][N:14]=2)[C:3]=1[CH3:19].[CH3:20][C:21]1([CH3:36])[C:29]2[C:24](=[CH:25][C:26]([N:30]3[CH2:35][CH2:34][O:33][CH2:32][CH2:31]3)=[CH:27][CH:28]=2)[NH:23][CH2:22]1.[H-].[Na+]>CN(C=O)C>[CH3:20][C:21]1([CH3:36])[C:29]2[C:24](=[CH:25][C:26]([N:30]3[CH2:35][CH2:34][O:33][CH2:32][CH2:31]3)=[CH:27][CH:28]=2)[N:23]([C:2]2[C:11]3[C:6](=[C:7]([F:12])[CH:8]=[CH:9][CH:10]=3)[N:5]=[C:4]([C:13]3[CH:18]=[CH:17][CH:16]=[CH:15][N:14]=3)[C:3]=2[CH3:19])[CH2:22]1 |f:2.3|. Procedure: Prepared according to procedure M using 4-chloro-8-fluoro-3-methyl-2-(pyridin-2-yl)quinoline (235 mg, 0.86 mmol), 4-(3,3-dimethylindolin-6-yl)morpholine (200 mg, 0.86 mmol), sodium hydride (41 mg, 1.72 mmol) in DMF (2.0 mL) and heating at 130° C. for 4 h. After purification 4-(3,3-dimethyl-6-(4-morpholinyl)-2,3-dihydro-1H-indol-1-yl)-8-fluoro-3-methyl-2-(2-pyridinyl)quinoline was obtained as a yellow film. 1H NMR (400 MHz, chloroform-d) δ ppm 8.64-8.79 (1H, m), 7.87-7.98 (2H, m), 7.60-7.65 (1H, ... Starting materials: NCCC(C1=CC=CC=C1)O (α-(2-aminoethyl)benzylalcohol), N([N+](=O)[O-])C=1NCCCN1 (2-(nitramino)-1,4,5,6-tetrahydropyrimidine), C=1(C(=CC=CC1)C)C (xylene). The solvent is O (water). Yields the product N1C(=NCCC1)NCCC(C1=CC=CC=C1)O (α-[2-(1,4,5,6-tetrahydro-2-pyrimidinylamino)ethyl]benzylalcohol). As a reaction SMILES: [NH2:1][CH2:2][CH2:3][CH:4]([OH:11])[C:5]1[CH:10]=[CH:9][CH:8]=[CH:7][CH:6]=1.N([C:16]1[NH:17][CH2:18][CH2:19][CH2:20][N:21]=1)[N+]([O-])=O.C1(C)C(C)=CC=CC=1>O>[NH:21]1[CH2:20][CH2:19][CH2:18][N:17]=[C:16]1[NH:1][CH2:2][CH2:3][CH:4]([OH:11])[C:5]1[CH:10]=[CH:9][CH:8]=[CH:7][CH:6]=1. Reported procedure: A mixture of 8 parts of α-(2-aminoethyl)benzylalcohol, 7.2 parts of 2-(nitramino)-1,4,5,6-tetrahydropyrimidine and 40 parts of xylene is stirred and refluxed for 48 hours with water-separator. Upon cooling the reaction mixture, the product is separated as an oil. The xylene is decanted and the oily product is triturated in diisopropylether. The solid product is filtered off and crystallized from acetone, yielding α-[2-(1,4,5,6-tetrahydro-2-pyrimidinylamino)ethyl]benzylalcohol; m.p. 130°-135°C. Reactants: C1CCC(CC1)N=C=NC2CCCCC2 (DCC), C(\C=C\C1=CC=CC=C1)(=O)O (trans-cinnamic acid), NC1=CC=NC=C1 (4-aminopyridine), amide. Yields the product N1=CC=C(C=C1)NC(C=CC1=CC=CC=C1)=O (N-(Pyridin-4-yl)-cinnamamide). Isolated yield 67.8%. RXN SMILES: [C:1]([OH:11])(=O)/[CH:2]=[CH:3]/[C:4]1[CH:9]=[CH:8][CH:7]=[CH:6][CH:5]=1.[NH2:12][C:13]1[CH:18]=[CH:17][N:16]=[CH:15][CH:14]=1.C1CCC(N=C=NC2CCCCC2)CC1>>[N:16]1[CH:17]=[CH:18][C:13]([NH:12][C:1](=[O:11])[CH:2]=[CH:3][C:4]2[CH:5]=[CH:6][CH:7]=[CH:8][CH:9]=2)=[CH:14][CH:15]=1. Procedure details: Reaction of trans-cinnamic acid (0.74 g, 5.00 mmol) with 4-aminopyridine (0.47 g, 5.00 mmol) was conducted according to the general amide coupling procedure using DCC to obtain the product as a white solid (0.76 g, 68%). EIMS m/z: 225 ([M]+), 223 ([M]−). Product: Clc1sc(CN2CCOCC2)cc1Br. As a reaction SMILES: [Br:25][c:26]1[cH:27][c:28]([CH:32]=[O:33])[s:29][c:30]1[Cl:31].[C:11]([O:12][BH-:13]([O:14][C:15](=[O:16])[CH3:17])[O:18][C:19](=[O:20])[CH3:21])(=[O:22])[CH3:23].[CH2:1]1[CH2:2][O:3][CH2:4][CH2:5][NH:6]1.[CH3:7][C:8](=[O:9])[OH:10].[Cl:34][CH2:35][CH2:36][Cl:37].[Na+:24]>>[CH2:1]1[CH2:2][O:3][CH2:4][CH2:5][N:6]1[CH2:32][c:28]1[cH:27][c:26]([Br:25])[c:30]([Cl:31])[s:29]1. The reactants are O=Cc1cc(Br)c(Cl)s1, CC(=O)O[BH-](OC(C)=O)OC(C)=O, C1COCCN1, CC(=O)O, ClCCCl, [Na+]. Starting materials: N(C1=CC=CC=C1)C=1N(C2=CC(=NC(=C2C(C1)=O)Cl)C)C1=CC=CC=C1 (2-Anilino-5-chloro-7-methyl-1-phenyl-1,6-naphthyridin-4(1H)-one), C(=O)([O-])[O-].[Cs+].[Cs+] (Cs2CO3), CCO (EtOH). Reagents/catalysts: CC(=O)[O-].CC(=O)[O-].[Pd+2] (Pd(OAc)2), C1=CC=C(C=C1)P(CCCP(C2=CC=CC=C2)C3=CC=CC=C3)C4=CC=CC=C4 (DPPP). Solvent: CN(C)C=O (DMF). Reaction conditions: temperature 70 celsius. The product is N(C1=CC=CC=C1)C=1N(C=2C=C(N=C(C2C(C1)=O)C(=O)OCC)C)C1=CC=CC=C1 (ethyl 2-anilino-7-methyl-4-oxo-1-phenyl-1,4-dihydro-1,6-naphthyridine-5-carboxylate). Yield: 71.0%. Reaction SMILES: [NH:1]([C:8]1[N:9]([C:21]2[CH:26]=[CH:25][CH:24]=[CH:23][CH:22]=2)[C:10]2[C:15]([C:16](=[O:18])[CH:17]=1)=[C:14](Cl)[N:13]=[C:12]([CH3:20])[CH:11]=2)[C:2]1[CH:7]=[CH:6][CH:5]=[CH:4][CH:3]=1.[C:27]([O-:30])([O-])=[O:28].[Cs+].[Cs+].[CH3:33][CH2:34]O>CN(C=O)C.CC([O-])=O.CC([O-])=O.[Pd+2].C1C=CC(P(C2C=CC=CC=2)CCCP(C2C=CC=CC=2)C2C=CC=CC=2)=CC=1>[NH:1]([C:8]1[N:9]([C:21]2[CH:26]=[CH:25][CH:24]=[CH:23][CH:22]=2)[C:10]2[CH:11]=[C:12]([CH3:20])[N:13]=[C:14]([C:27]([O:30][CH2:33][CH3:34])=[O:28])[C:15]=2[C:16](=[O:18])[CH:17]=1)[C:2]1[CH:7]=[CH:6][CH:5]=[CH:4][CH:3]=1 |f:1.2.3,6.7.8|. Reported procedure: 2-Anilino-5-chloro-7-methyl-1-phenyl-1,6-naphthyridin-4(1H)-one (1.0 g, 2.8 mmol), DPPP (64 mg, 0.15 mmol), Pd(OAc)2 (31 mg, 0.14 mmol), Cs2CO3 (580 mg, 4.20 mmol) were dissolved in EtOH (10 mL) and DMF (10 mL). A balloon filled with CO was attached to the flask and the solution was stirred vigorously. The flask was purged with CO for 5 min before it was heated to 70° C. After 4 h the mixture was cooled to room temperature and diluted with EtOAc. The mixture was washed with water, brine, and dri...